This data is from the Open Reaction Database (ORD), a public repository of structured organic reaction records. The task is: describe an organic reaction: reactants, conditions, products, and yield Starting materials: CC1=CC2=C(CN(CCC2O)C)O1 (2,7-dimethyl-5,6,7,8-tetrahydro-4H-furo[2,3-c]azepin-4-ol), C(C)NC(=O)C1=CC(=C(C=C1)F)Cl (4-ethylcarbamoyl-2-chloro-1-fluorobenzene). The product is Cl.C(C)NC(=O)C1=CC(=C(C=C1)OC1C2=C(CN(CC1)C)OC(=C2)C)Cl (4-(4-Ethylcarbamoyl-2-chlorophenyloxy)-2,7-dimethyl-5,6,7,8-tetrahydro-4H-furo[2,3-c]azepine hydrochloride). RXN SMILES: [CH3:1][C:2]1[O:13][C:5]2[CH2:6][N:7]([CH3:12])[CH2:8][CH2:9][CH:10]([OH:11])[C:4]=2[CH:3]=1.[CH2:14]([NH:16][C:17]([C:19]1[CH:24]=[CH:23][C:22](F)=[C:21]([Cl:26])[CH:20]=1)=[O:18])[CH3:15]>>[ClH:26].[CH2:14]([NH:16][C:17]([C:19]1[CH:24]=[CH:23][C:22]([O:11][CH:10]2[CH2:9][CH2:8][N:7]([CH3:12])[CH2:6][C:5]3[O:13][C:2]([CH3:1])=[CH:3][C:4]2=3)=[C:21]([Cl:26])[CH:20]=1)=[O:18])[CH3:15] |f:2.3|. Procedure: The same method as in Example 3 was conducted using 2,7-dimethyl-5,6,7,8-tetrahydro-4H-furo[2,3-c]azepin-4-ol (Reference Example 20) instead of 6-methyl-4,5,6,7-tetrahydrothieno[2,3-c]pyridin-4-ol (Reference Example 6) and was conducted using 4-ethylcarbamoyl-2-chloro-1-fluorobenzene instead of 1,3-difluorobenzene to give the objective compound. Starting materials: CN(CCC(=O)O)c1ccccc1, CCCCCCCCCCCCCCCCCOC(=O)c1ccc(N)c([N+](=O)[O-])c1, CC(=O)[O-], O=NOS(=O)(=O)O, NC(N)=O, [Na+], O. Yields the product CCCCCCCCCCCCCCCCCOC(=O)c1ccc(N=Nc2ccc(N(C)CCC(=O)O)cc2)c([N+](=O)[O-])c1. RXN SMILES: [C:42](=[O:43])([OH:44])[CH2:45][CH2:46][N:47]([c:48]1[cH:49][cH:50][cH:51][cH:52][cH:53]1)[CH3:54].[CH2:1]([CH2:2][CH2:3][CH2:4][CH2:5][CH2:6][CH2:7][CH2:8][CH2:9][CH2:10][CH2:11][CH2:12][CH2:13][CH2:14][CH2:15][CH2:16][CH3:17])[O:18][C:19](=[O:20])[c:21]1[cH:22][c:23]([N+:28](=[O:29])[O-:30])[c:24]([NH2:25])[cH:26][cH:27]1.[CH3:56][C:57](=[O:58])[O-:59].[N:31]([O:32][S:33](=[O:34])(=[O:35])[OH:36])=[O:37].[NH2:38][C:39](=[O:40])[NH2:41].[Na+:55].[OH2:60]>>[CH2:1]([CH2:2][CH2:3][CH2:4][CH2:5][CH2:6][CH2:7][CH2:8][CH2:9][CH2:10][CH2:11][CH2:12][CH2:13][CH2:14][CH2:15][CH2:16][CH3:17])[O:18][C:19](=[O:20])[c:21]1[cH:22][c:23]([N+:28](=[O:29])[O-:30])[c:24]([N:25]=[N:38][c:51]2[cH:50][cH:49][c:48]([N:47]([CH2:46][CH2:45][C:42](=[O:43])[OH:44])[CH3:54])[cH:53][cH:52]2)[cH:26][cH:27]1. The reactants are BrN1C(CCC1=O)=O (N-bromosuccinimide), CC1=CC=C(C=O)O1 (5-methylfurfural), C(C=C)O (allyl alcohol). Run in C(Cl)(Cl)(Cl)Cl (CCl4). Conditions: time 15 minute. The product is BrCC1=CC=C(O1)C(=O)OCC=C (allyl 5-(bromomethyl)-2-furoate). Reaction SMILES: [CH3:1][C:2]1[O:8][C:5]([CH:6]=[O:7])=[CH:4][CH:3]=1.[Br:9]N1C(=O)CCC1=O.[CH2:17]([OH:20])[CH:18]=[CH2:19]>C(Cl)(Cl)(Cl)Cl>[Br:9][CH2:1][C:2]1[O:8][C:5]([C:6]([O:20][CH2:17][CH:18]=[CH2:19])=[O:7])=[CH:4][CH:3]=1. Reported procedure: To a solution of 5-methylfurfural (18 mL, 0.18 mmol) in CCl4 (400 mL) is added pulverized N-bromosuccinimide (71.1 g, 0.40 mmol), and the solution is subjected to sun lamp irradiation. After 15 minutes, the solution begins to reflux vigorously, and then settles down after another 2-3 minutes. After an additional 10 minutes, the dark mixture is cooled to room temperature, and allyl alcohol (200 mL) is added. After 2 hours, the solution is evaporated, and the residue is diluted with Et2O, and wash... Starting materials: C(C)(C)(C)OC(N(C1=CC=CC=C1)CC(NC1=CC=C(C=C1)C1=CC=NC=C1)=O)=O (tert-Butyl(2-oxo-2-{[4-(4-pyridinyl)phenyl]amino}ethyl)phenylcarbamate), FC(C(=O)O)(F)F (trifluoroacetic acid). The solvent is ClCCl (dichloromethane). Reaction conditions: time 2 hour. Product: FC(C(=O)O)(F)F.FC(C(=O)O)(F)F.N(C1=CC=CC=C1)CC(=O)NC1=CC=C(C=C1)C1=CC=NC=C1 (2-anilino-N-[4-(4-pyridinyl)phenyl]acetamide bis(trifluoroacetate)). RXN SMILES: C(OC(=O)[N:7]([CH2:14][C:15](=[O:29])[NH:16][C:17]1[CH:22]=[CH:21][C:20]([C:23]2[CH:28]=[CH:27][N:26]=[CH:25][CH:24]=2)=[CH:19][CH:18]=1)[C:8]1[CH:13]=[CH:12][CH:11]=[CH:10][CH:9]=1)(C)(C)C.[F:31][C:32]([F:37])([F:36])[C:33]([OH:35])=[O:34]>ClCCl>[F:31][C:32]([F:37])([F:36])[C:33]([OH:35])=[O:34].[F:31][C:32]([F:37])([F:36])[C:33]([OH:35])=[O:34].[NH:7]([CH2:14][C:15]([NH:16][C:17]1[CH:22]=[CH:21][C:20]([C:23]2[CH:24]=[CH:25][N:26]=[CH:27][CH:28]=2)=[CH:19][CH:18]=1)=[O:29])[C:8]1[CH:13]=[CH:12][CH:11]=[CH:10][CH:9]=1 |f:3.4.5|. Reported procedure: tert-Butyl(2-oxo-2-{[4-(4-pyridinyl)phenyl]amino}ethyl)phenylcarbamate (1.30 g) was dissolved in 50% trifluoroacetic acid in dichloromethane (26 mL) and the mixture was stirred at ambient temperature for 2 hours. The solvent was evaporated in vacuo and the residue was crystallized from n-hexane-ethyl acetate (1:1, 15 mL). The crystals were collected by filtration and washed with n-hexane/ethyl acetate (1:1, 5 mL) to afford 2-anilino-N-[4-(4-pyridinyl)phenyl]acetamide bis(trifluoroacetate) (1.46 ... The reactants are ClC=C(C(C=C)(C)C)OC1=CC=C(C=C1)Cl (1-chloro-3,3-dimethyl-2-(p-chlorophenoxy)-1,4-pentadiene). Procedure details: 5.16 g (20 mmols) of 1-chloro-3,3-dimethyl-2-(p-chlorophenoxy)-1,4-pentadiene, prepared according to Example A2(a) above, are warmed to 50° C. in a mixture of 20 ml of formic acid and 2 ml of concentrated hydrochloric acid, during the course of 2 hours. The working-up corresponding to Example B1(a) yields 2.47 g of 1-chloro-3,3-dimethyl-pent-4-en-2-one, which are 84% of theory. The yield is 84.2%. Solvent: C(=O)O (formic acid), Cl (hydrochloric acid). Yields the product ClCC(C(C=C)(C)C)=O (1-chloro-3,3-dimethyl-pent-4-en-2-one). As a reaction SMILES: [Cl:1][CH:2]=[C:3]([O:9]C1C=CC(Cl)=CC=1)[C:4]([CH3:8])([CH3:7])[CH:5]=[CH2:6]>C(O)=O.Cl>[Cl:1][CH2:2][C:3](=[O:9])[C:4]([CH3:8])([CH3:7])[CH:5]=[CH2:6]. Starting materials: ClC1=NC(=C2N=C(N(C2=N1)C)C1(CCOCC1)O)N1[C@H](COCC1)C ((S)-4-(2-chloro-9-methyl-6-(3-methylmorpholino)-9H-purin-8-yl)tetrahydro-2H-pyran-4-ol), O=C1CN(C1)C(=O)OC(C)(C)C (tert-butyl 3-oxoazetidine-1-carboxylate). Yields the product ClC1=NC(=C2N=C(N(C2=N1)C)C1(CN(C1)C(=O)OC(C)(C)C)O)N1[C@H](COCC1)C ((S)-tert-butyl 3-(2-chloro-9-methyl-6-(3-methylmorpho-lino)-9H-purin-8-yl)-3-hydroxyazetidine-1-carboxylate). Reaction SMILES: [Cl:1][C:2]1[N:10]=[C:9]2[C:5]([N:6]=[C:7]([C:12]3([OH:18])CCOC[CH2:13]3)[N:8]2[CH3:11])=[C:4]([N:19]2[CH2:24][CH2:23][O:22][CH2:21][C@@H:20]2[CH3:25])[N:3]=1.O=C1C[N:29]([C:31]([O:33][C:34]([CH3:37])([CH3:36])[CH3:35])=[O:32])[CH2:28]1>>[Cl:1][C:2]1[N:10]=[C:9]2[C:5]([N:6]=[C:7]([C:12]3([OH:18])[CH2:28][N:29]([C:31]([O:33][C:34]([CH3:37])([CH3:36])[CH3:35])=[O:32])[CH2:13]3)[N:8]2[CH3:11])=[C:4]([N:19]2[CH2:24][CH2:23][O:22][CH2:21][C@@H:20]2[CH3:25])[N:3]=1. Procedure details: This compound (c-1) was prepared in an analogous fashion to (S)-4-(2-chloro-9-methyl-6-(3-methylmorpholino)-9H-purin-8-yl)tetrahydro-2H-pyran-4-ol, using tert-butyl 3-oxoazetidine-1-carboxylate as the starting material. 1H NMR (CDCl3, 400 MHz) δ ppm 5.17 (broad d, 2H), 4.56 (dd, J=16.9, 9.48 Hz, 2H), 4.21 (dd, J=9.48. 2.56 Hz, 1H), 4.04 to 3.96 (m, 1H), 3.82 to 3.71 (m, 5H), 3.59 (td, J=11.6, 2.6 Hz, 1H), 3.47 (broad s, 1H), 2.02 (s, 1H), 1.43 (s, 9H), 1.40 to 1.36 (m, 4H); LC-MS (method A)=439/... The reactants are Cl.Cl.ClC=1C=C(C=CC1)N1C(N(C2=C(C=NC=3C(=CC=CC23)OC)C1=O)C1CCNCC1)=O (3-(3-chloro-phenyl)-7-methoxy-1-piperidin-4-yl-1H-pyrimido[5,4-c]quinoline-2,4-dione.dihydrochloride), O=S1(CC(CC1)S(=O)(=O)Cl)=O (1,1-dioxo-tetrahydro-thiophene-3-sulfonyl chloride). The product is ClC=1C=C(C=CC1)N1C(N(C2=C(C=NC=3C(=CC=CC23)OC)C1=O)C1CCN(CC1)S(=O)(=O)C1CS(CC1)(=O)=O)=O (3-(3-Chloro-phenyl)-1-[1-(1,1-dioxo-tetrahydro-thiophene-3-sulfonyl)-piperidin-4-yl]-7-methoxy-1H-pyrimido[5,4-c]quinoline-2,4-dione). RXN SMILES: Cl.Cl.[Cl:3][C:4]1[CH:5]=[C:6]([N:10]2[C:25](=[O:26])[C:14]3[CH:15]=[N:16][C:17]4[C:18]([O:23][CH3:24])=[CH:19][CH:20]=[CH:21][C:22]=4[C:13]=3[N:12]([CH:27]3[CH2:32][CH2:31][NH:30][CH2:29][CH2:28]3)[C:11]2=[O:33])[CH:7]=[CH:8][CH:9]=1.[O:34]=[S:35]1(=[O:44])[CH2:39][CH2:38][CH:37]([S:40](Cl)(=[O:42])=[O:41])[CH2:36]1>>[Cl:3][C:4]1[CH:5]=[C:6]([N:10]2[C:25](=[O:26])[C:14]3[CH:15]=[N:16][C:17]4[C:18]([O:23][CH3:24])=[CH:19][CH:20]=[CH:21][C:22]=4[C:13]=3[N:12]([CH:27]3[CH2:32][CH2:31][N:30]([S:40]([CH:37]4[CH2:38][CH2:39][S:35](=[O:44])(=[O:34])[CH2:36]4)(=[O:42])=[O:41])[CH2:29][CH2:28]3)[C:11]2=[O:33])[CH:7]=[CH:8][CH:9]=1 |f:0.1.2|. Reported procedure: 3-(3-Chloro-phenyl)-1-[1-(1,1-dioxo-tetrahydro-thiophene-3-sulfonyl)-piperidin-4-yl]-7-methoxy-1H-pyrimido[5,4-c]quinoline-2,4-dione (51 mg) was prepared according to general procedure H from 3-(3-chloro-phenyl)-7-methoxy-1-piperidin-4-yl-1H-pyrimido[5,4-c]quinoline-2,4-dione.dihydrochloride (50 mg, 0.1 mmol) and 1,1-dioxo-tetrahydro-thiophene-3-sulfonyl chloride. LCMS: m/z 619 [M+1]+. Starting materials: ClC1=CC=C(C=C1)C1=NC(=NC(=C1)C(F)(F)F)N1C=NC(=C1)I (4-(4-Chloro-phenyl)-2-(4-iodo-imidazol-1-yl)-6-trifluoromethyl-pyrimidine), C(C)(C)(C)NS(=O)(=O)C1=CC=C(C=C1)B(O)O (4-(tert.-butylsulfamoyl)-phenylboronic acid). The product is C(C)(C)(C)NS(=O)(=O)C1=CC=C(C=C1)C=1N=CN(C1)C1=NC(=CC(=N1)C(F)(F)F)C1=CC=C(C=C1)Cl (N-tert-Butyl-4-{1-[6-(4-chloro-phenyl)-4-trifluoromethyl-pyrimidin-2-yl]-1H-imidazol-4-yl}-benzenesulfonamide), solid. RXN SMILES: [Cl:1][C:2]1[CH:7]=[CH:6][C:5]([C:8]2[CH:13]=[C:12]([C:14]([F:17])([F:16])[F:15])[N:11]=[C:10]([N:18]3[CH:22]=[C:21](I)[N:20]=[CH:19]3)[N:9]=2)=[CH:4][CH:3]=1.[C:24]([NH:28][S:29]([C:32]1[CH:37]=[CH:36][C:35](B(O)O)=[CH:34][CH:33]=1)(=[O:31])=[O:30])([CH3:27])([CH3:26])[CH3:25]>>[C:24]([NH:28][S:29]([C:32]1[CH:37]=[CH:36][C:35]([C:21]2[N:20]=[CH:19][N:18]([C:10]3[N:11]=[C:12]([C:14]([F:17])([F:16])[F:15])[CH:13]=[C:8]([C:5]4[CH:6]=[CH:7][C:2]([Cl:1])=[CH:3][CH:4]=4)[N:9]=3)[CH:22]=2)=[CH:34][CH:33]=1)(=[O:31])=[O:30])([CH3:27])([CH3:25])[CH3:26]. Reported procedure: N-tert-Butyl-4-{1-[6-(4-chloro-phenyl)-4-trifluoromethyl-pyrimidin-2-yl]-1H-imidazol-4-yl}-benzenesulfonamide was prepared from 4-(4-chloro-phenyl)-2-(4-iodo-imidazol-1-yl)-6-trifluoromethyl-pyrimidine (example E.70) (0.68 g, 1.5 mmol) and commercially available 4-(tert.-butylsulfamoyl)-phenylboronic acid (0.46 g, 1.8 mmol) according to the general procedure VI. Obtained as a light yellow solid (0.26 g) which was subsequently deprotected.